Dataset: the Open Reaction Database (ORD), a public repository of structured organic reaction records. Task: describe an organic reaction: reactants, conditions, products, and yield The reactants are C(C)(C)(C)C1=CC=C(C=C1)NN (4-tert-butylphenylhydrazine), compound C, COC=1C=C(C=CC1OC)C1=NN(C([C@H]2CCCC[C@@H]12)=O)CCO ((cis)-4-(3,4-Dimethoxyphenyl)-2-(2-hydroxy-1-ethyl)-4a,5,6,7,8,8a-hexahydro-2H-phthalazin-1-one). The product is COC=1C=C(C=CC1OC)C1=NN(C([C@H]2CC=CC[C@@H]12)=O)C1=CC=C(C=C1)C(C)(C)C ((cis)-4-(3,4-Dimethoxyphenyl)-2-(4-tert-butylphenyl)-4a,5,8,8a-tetrahydro-2H-phthalazin-1-one). RXN SMILES: [C:1]([C:5]1[CH:10]=[CH:9][C:8]([NH:11][NH2:12])=[CH:7][CH:6]=1)([CH3:4])([CH3:3])[CH3:2].[CH3:13][O:14][C:15]1[CH:16]=[C:17]([C:23]2[C@H:32]3[C@H:27]([CH2:28][CH2:29][CH2:30][CH2:31]3)[C:26](=[O:33])N(CCO)N=2)[CH:18]=[CH:19][C:20]=1[O:21][CH3:22]>>[CH3:13][O:14][C:15]1[CH:16]=[C:17]([C:23]2[C@H:32]3[C@H:27]([CH2:28][CH:29]=[CH:30][CH2:31]3)[C:26](=[O:33])[N:11]([C:8]3[CH:7]=[CH:6][C:5]([C:1]([CH3:4])([CH3:2])[CH3:3])=[CH:10][CH:9]=3)[N:12]=2)[CH:18]=[CH:19][C:20]=1[O:21][CH3:22]. Procedure: Prepared from 4-tert-butylphenylhydrazine and compound C as described for compound 35. After evaporation of the solvent, the compound was crystallized from ethanol. M.p. 197°-199° C.